Task: describe an organic reaction: reactants, conditions, products, and yield. Dataset: the Open Reaction Database (ORD), a public repository of structured organic reaction records Starting materials: CC1=NC(=CC=C1C=O)C(F)(F)F (2-methyl-6-trifluoromethyl-3-pyridinecarboxaldehyde), COC(C=P(C1=CC=CC=C1)(C1=CC=CC=C1)C1=CC=CC=C1)=O (methyl(triphenylphosphoranylidene)acetate), ester, [Li+].[OH-] (LiOH). Run at temperature 110 celsius, time 1 hour. Reported procedure: To a solution of 2-methyl-6-trifluoromethyl-3-pyridinecarboxaldehyde (440 mg, 2.32 mmol) in toluene (10 mL) was added methyl(triphenylphosphoranylidene)acetate (855 mg, 2.56 mmol). The mixture was heated at 110° C. for overnight, cooled to room temperature, and diluted with EtOAc and water. The organic layer was dried over anhydrous magnesium sulfate, filtered, and concentrated under reduced pressure. The crude residue was purified by column chromatography (EtOAc/hexanes=1/4) to 3-(2-methyl-6-tr... Solvent: C1(=CC=CC=C1)C (toluene), C1CCOC1 (THF), CCOC(=O)C (EtOAc), O (water). The yield is 37.3%. Yields the product CC1=NC(=CC=C1C=CC(=O)O)C(F)(F)F (3-(2-methyl-6-trifluoromethylpyridin-3-yl)acrylic acid). As a reaction SMILES: [CH3:1][C:2]1[C:7]([CH:8]=O)=[CH:6][CH:5]=[C:4]([C:10]([F:13])([F:12])[F:11])[N:3]=1.C[O:15][C:16](=[O:37])[CH:17]=P(C1C=CC=CC=1)(C1C=CC=CC=1)C1C=CC=CC=1.[Li+].[OH-]>C1(C)C=CC=CC=1.CCOC(C)=O.O.C1COCC1>[CH3:1][C:2]1[C:7]([CH:8]=[CH:17][C:16]([OH:37])=[O:15])=[CH:6][CH:5]=[C:4]([C:10]([F:13])([F:12])[F:11])[N:3]=1 |f:2.3|.